From a dataset of the Open Reaction Database (ORD), a public repository of structured organic reaction records. describe an organic reaction: reactants, conditions, products, and yield Reactants: FC(C1=CC=C(C(=O)O)C=C1)(F)F (4-(trifluoromethyl)benzoic acid), CNC=1C=NC=CC1C1=C(C=CC=C1)C (N-methyl-4-o-tolylpyridin-3-amine), F[B-](F)(F)F.BrC1=[N+](C=CC=C1)CC (2-bromo-1-ethylpyridinium tetrafluoroborate), CCN(C(C)C)C(C)C (DIPEA), C(CC(O)(C(=O)O)CC(=O)O)(=O)O (citric acid). The product is CN(C(C1=CC=C(C=C1)C(F)(F)F)=O)C=1C=NC=CC1C1=C(C=CC=C1)C (N-Methyl-N-(4-o-tolyl-pyridin-3-yl)-4-trifluoromethyl-benzamide). Run at time 66 hour. Reaction SMILES: [F:1][C:2]([F:13])([F:12])[C:3]1[CH:11]=[CH:10][C:6]([C:7]([OH:9])=O)=[CH:5][CH:4]=1.[CH3:14][NH:15][C:16]1[CH:17]=[N:18][CH:19]=[CH:20][C:21]=1[C:22]1[CH:27]=[CH:26][CH:25]=[CH:24][C:23]=1[CH3:28].F[B-](F)(F)F.BrC1C=CC=C[N+]=1CC.CCN(C(C)C)C(C)C.C(O)(=O)CC(CC(O)=O)(C(O)=O)O>C(Cl)Cl>[CH3:14][N:15]([C:16]1[CH:17]=[N:18][CH:19]=[CH:20][C:21]=1[C:22]1[CH:27]=[CH:26][CH:25]=[CH:24][C:23]=1[CH3:28])[C:7](=[O:9])[C:6]1[CH:5]=[CH:4][C:3]([C:2]([F:1])([F:13])[F:12])=[CH:11][CH:10]=1 |f:2.3|. Reported procedure: To a solution of 4-(trifluoromethyl)benzoic acid (115 mg, 605 μmol, CAS RN 328-90-5) in CH2Cl2 (2 mL) were added N-methyl-4-o-tolylpyridin-3-amine (0.1 g, 504 μmol, example 1, intermediate a), 2-bromo-1-ethylpyridinium tetrafluoroborate (166 mg, 605 μmol, CAS RN 878-23-9) and DIPEA (130 mg, 176 μL, 1.01 mmol). The reaction mixture was stirred at room temperature for 66 h. The red solution was poured on 10% aqueous citric acid and dichloromethane and the layers were separated. The aqueous layer w... The solvent is C(Cl)Cl (CH2Cl2), ClCCl (dichloromethane). The reactants are C([O-])([O-])=O.[K+].[K+] (potassium carbonate), C(C1=CC=CC=C1)Br (benzyl bromide), [I-].[K+] (potassium iodide), OC1=CC=C(C=C1)CC#N (4-Hydroxyphenylacetonitrile). The solvent is CN(C=O)C (dimethylformamide), O (water). The product is C(C1=CC=CC=C1)OC1=CC=C(C=C1)C(C#N)C (2-(4-Benzyloxyphenyl)propionitrile). The yield is 76.0%. As a reaction SMILES: [OH:1][C:2]1[CH:7]=[CH:6][C:5]([CH2:8][C:9]#[N:10])=[CH:4][CH:3]=1.[C:11](=O)([O-])[O-].[K+].[K+].[CH2:17](Br)[C:18]1[CH:23]=[CH:22][CH:21]=[CH:20][CH:19]=1.[I-].[K+]>CN(C)C=O.O>[CH2:17]([O:1][C:2]1[CH:7]=[CH:6][C:5]([CH:8]([CH3:11])[C:9]#[N:10])=[CH:4][CH:3]=1)[C:18]1[CH:23]=[CH:22][CH:21]=[CH:20][CH:19]=1 |f:1.2.3,5.6|. Procedure details: 4-Hydroxyphenylacetonitrile (15.3 g, 114.9 mmol) was dissolved in dimethylformamide (120 ml) and to this was added potassium carbonate (23.78 g, 172.4 mmol), benzyl bromide (20.64 g, 120.6 mmol) and potassium iodide (3.81 g, 30.0 mmol). The solution was stirred at ambient temperature for 6 hours after which water was added. 4-Benzyloxyphenylacetonitrile precipitated out of solution. The suspension was filtered and the precipitate washed with water (3×). Yield 24.8 g (97%) as yellow crystals. The... Starting materials: C(C)(C)OC1=NC2=CC=C3C(=C2C(=C1)C(F)(F)F)OC[C@H](N3)C ((3R)-3,4-dihydro-8-isopropoxy-3-methyl-10-(trifluoromethyl)-2H-[1,4]oxazino[2,3-f]quinoline), [BH4-].[Na+] (NaBH4), C(C)(=O)O (acetic acid). Run at time 12 hour. The product is C(C)N1[C@@H](COC2=C3C(=CC(=NC3=CC=C21)OC(C)C)C(F)(F)F)C ((3R)-4-ethyl-3,4-dihydro-8-isopropoxy-3-methyl-10-(trifluoromethyl)-2H-[1,4]oxazino[2,3-f]quinoline). The yield is 100.0%. RXN SMILES: [CH:1]([O:4][C:5]1[CH:14]=[C:13]([C:15]([F:18])([F:17])[F:16])[C:12]2[C:7](=[CH:8][CH:9]=[C:10]3[NH:22][C@H:21]([CH3:23])[CH2:20][O:19][C:11]3=2)[N:6]=1)([CH3:3])[CH3:2].[BH4-].[Na+].[C:26](O)(=O)[CH3:27]>>[CH2:26]([N:22]1[C:10]2[C:11](=[C:12]3[C:7](=[CH:8][CH:9]=2)[N:6]=[C:5]([O:4][CH:1]([CH3:3])[CH3:2])[CH:14]=[C:13]3[C:15]([F:18])([F:17])[F:16])[O:19][CH2:20][C@H:21]1[CH3:23])[CH3:27] |f:1.2|. Procedure details: This compound was prepared according to General Method 6 (EXAMPLE 3) from (3R)-3,4-dihydro-8-isopropoxy-3-methyl-10-(trifluoromethyl)-2H-[1,4]oxazino[2,3-f]quinoline (16 mg, 0.049 mmol) and NaBH4 pellets (large excess, >10 equiv) in 5 mL acetic acid (0.01 M stirred at rt for 12 h, to afford 18 mg (100%) of (3R)-4-ethyl-3,4-dihydro-8-isopropoxy-3-methyl-10-(trifluoromethyl)-2H-[1,4]oxazino[2,3-f]quinoline. This material (18 mg, 0.050 mmol) was carried on according to General Method 4 (EXAMPLE 1) ...